Dataset: the Open Reaction Database (ORD), a public repository of structured organic reaction records. Task: describe an organic reaction: reactants, conditions, products, and yield Reactants: COCOC(C)C=1C=CC(=NC1)C (5-(1-methoxymethoxyethyl)-2-methylpyridine), C=O (formalin). Yields the product COCOC(C)C=1C=CC(=NC1)CCO (2-[5-(1-methoxymethoxyethyl)-2-pyridyl]ethanol). Isolated yield 31.9%. Reaction SMILES: [CH3:1][O:2][CH2:3][O:4][CH:5]([C:7]1[CH:8]=[CH:9][C:10]([CH3:13])=[N:11][CH:12]=1)[CH3:6].[CH2:14]=[O:15]>>[CH3:1][O:2][CH2:3][O:4][CH:5]([C:7]1[CH:8]=[CH:9][C:10]([CH2:13][CH2:14][OH:15])=[N:11][CH:12]=1)[CH3:6]. Reported procedure: The mixture of 5-(1-methoxymethoxyethyl)-2-methylpyridine (21.0 g) and formalin (37% aq. HCHO, 14.1 g) was heated at 150° to 160° C. for 8 hours in a sealed tube. The reaction mixture was concentrated under reduced pressure and then the residue was subjected to silica gel column chromatography. A fraction eluted with chloroform-methanol (25:1, v/v) gave 2-[5-(1-methoxymethoxyethyl)-2-pyridyl]ethanol (7.8 g, yield: 32%) as oil. Starting materials: CON(C)C(=O)c1csc(NC(=O)OC(C)(C)C)n1, ClCCl, O=C(O)C(F)(F)F. Yields the product CON(C)C(=O)c1csc(N)n1. Reaction SMILES: [C:1]([O:2][C:3](=[O:4])[NH:7][c:8]1[s:9][cH:10][c:11]([C:13]([N:14]([CH3:15])[O:16][CH3:17])=[O:18])[n:12]1)([CH3:5])([CH3:6])[CH3:19].[Cl:27][CH2:28][Cl:29].[OH:20][C:21]([C:22]([F:23])([F:24])[F:25])=[O:26]>>[NH2:7][c:8]1[s:9][cH:10][c:11]([C:13]([N:14]([CH3:15])[O:16][CH3:17])=[O:18])[n:12]1. Starting materials: COc1ccc(CN2CC(=O)Nc3ccc(Br)cc3C2=O)c(OC)c1, Cc1ccc(N(C)C)cc1, Cc1ccccc1, O=P(Cl)(Cl)Cl. Product: COc1ccc(CN2CC(Cl)=Nc3ccc(Br)cc3C2=O)c(OC)c1. Reaction SMILES: [CH3:1][O:2][c:3]1[c:4]([CH2:5][N:6]2[CH2:7][C:8](=[O:19])[NH:9][c:10]3[c:11]([cH:14][c:15]([Br:18])[cH:16][cH:17]3)[C:12]2=[O:13])[cH:20][cH:21][c:22]([O:24][CH3:25])[cH:23]1.[CH3:26][N:27]([CH3:28])[c:29]1[cH:30][cH:31][c:32]([CH3:33])[cH:34][cH:35]1.[CH3:41][c:42]1[cH:43][cH:44][cH:45][cH:46][cH:47]1.[P:36]([Cl:37])([Cl:38])([Cl:39])=[O:40]>>[CH3:1][O:2][c:3]1[c:4]([CH2:5][N:6]2[CH2:7][C:8]([Cl:38])=[N:9][c:10]3[c:11]([cH:14][c:15]([Br:18])[cH:16][cH:17]3)[C:12]2=[O:13])[cH:20][cH:21][c:22]([O:24][CH3:25])[cH:23]1. The reactants are O=C([O-])O, C1=Cc2ccccc2CC1, CCCCCCCCCCCC, ClCCl, [Mn+2], NC(N)=O, [Na+], O, OO, O=S(=O)([O-])[O-]. Yields the product c1ccc2c(c1)CCC1OC21. RXN SMILES: [C:27](=[O:28])([OH:29])[O-:30].[CH2:1]1[CH2:2][c:3]2[cH:4][cH:5][cH:6][cH:7][c:8]2[CH:9]=[CH:10]1.[CH3:11][CH2:12][CH2:13][CH2:14][CH2:15][CH2:16][CH2:17][CH2:18][CH2:19][CH2:20][CH2:21][CH3:22].[Cl:35][CH2:36][Cl:37].[Mn+2:43].[NH2:23][C:24]([NH2:25])=[O:26].[Na+:31].[OH2:34].[OH:32][OH:33].[S:38]([O-:39])([O-:40])(=[O:41])=[O:42]>>[CH2:1]1[CH2:2][c:3]2[cH:4][cH:5][cH:6][cH:7][c:8]2[CH:9]2[CH:10]1[O:26]2. The reactants are ClC1=CC=CC2=C1C(N(CC=1N2C=NC1C1=NOC(=N1)CN(C)C)C)=O (7-Chloro-3-(5-dimethylaminomethyl-[1,2,4]oxadiazol-3-yl)-5-methyl-4,5-dihydro-imidazo[1,5-a][1,4]benzodiazepin-6-one), C(\C=C/C(=O)O)(=O)O (maleic acid). Run in C(C)O (ethanol). Run at temperature 0 celsius, time 10 minute. Yields the product C(\C=C/C(=O)O)(=O)O.ClC1=CC=CC2=C1C(N(CC=1N2C=NC1C1=NOC(=N1)CN(C)C)C)=O (7-Chloro-3-(5-dimethylaminomethyl-[1,2,4]oxadiazol-3-yl)-5-methyl-4,5-dihydro-imidazo[1,5-a][1,4]benzodiazepin-6-one maleate). The yield is 94.2%. RXN SMILES: [Cl:1][C:2]1[C:7]2[C:8](=[O:26])[N:9]([CH3:25])[CH2:10][C:11]3[N:12]([CH:13]=[N:14][C:15]=3[C:16]3[N:20]=[C:19]([CH2:21][N:22]([CH3:24])[CH3:23])[O:18][N:17]=3)[C:6]=2[CH:5]=[CH:4][CH:3]=1.[C:27]([OH:34])(=[O:33])/[CH:28]=[CH:29]\[C:30]([OH:32])=[O:31]>C(O)C>[C:27]([OH:34])(=[O:33])/[CH:28]=[CH:29]\[C:30]([OH:32])=[O:31].[Cl:1][C:2]1[C:7]2[C:8](=[O:26])[N:9]([CH3:25])[CH2:10][C:11]3[N:12]([CH:13]=[N:14][C:15]=3[C:16]3[N:20]=[C:19]([CH2:21][N:22]([CH3:23])[CH3:24])[O:18][N:17]=3)[C:6]=2[CH:5]=[CH:4][CH:3]=1 |f:3.4|. Procedure details: 373 mg 7-Chloro-3-(5-dimethylaminomethyl-[1,2,4]oxadiazol-3-yl)-5-methyl-4,5-dihydro-imidazo[1,5-a][1,4]benzodiazepin-6-one (I) and 116 mg maleic acid were dissloved in 3 ml hot ethanol. The salt crystalized on cooling. The suspension was stirred for 10 min at 0° C. Filtration and drying afforded 460 mg 7-Chloro-3-(5-dimethylaminomethyl-[1,2,4]oxadiazol-3-yl)-5-methyl-4,5-dihydro-imidazo[1,5-a][1,4]benzodiazepin-6-one maleate (1:1) as a whit solid. m.p. 182-184° C. Reactants: CC=1OC=C(C1)C(F)(F)F (2-methyl-4-trifluoromethyl-furan), BrN1C(CCC1=O)=O (N-bromosuccinimide). Reagents/catalysts: N(=NC(C#N)(C)C)C(C#N)(C)C (azobisisobutyronitrile). Solvent: C(Cl)(Cl)(Cl)Cl (carbon tetrachloride). Product: BrCC=1OC=C(C1)C(F)(F)F (2-(bromomethyl)-4-(trifluoromethyl)furan). Isolated yield 98.2%. RXN SMILES: [CH3:1][C:2]1[O:3][CH:4]=[C:5]([C:7]([F:10])([F:9])[F:8])[CH:6]=1.[Br:11]N1C(=O)CCC1=O>C(Cl)(Cl)(Cl)Cl.N(C(C)(C)C#N)=NC(C)(C)C#N>[Br:11][CH2:1][C:2]1[O:3][CH:4]=[C:5]([C:7]([F:10])([F:9])[F:8])[CH:6]=1. Procedure: A solution of 2-methyl-4-trifluoromethyl-furan (J. Heterocyclic Chemistry 1970, 7, 269-272) (340 mg, 2.26 mmol), N-bromosuccinimide (423 mg, 2.38 mmol) and azobisisobutyronitrile (19 mg, 0.11 mmol) in carbon tetrachloride (10 mL) was refluxed for 1.5 h, then allowed to cool to rt and filtered through a cotton plug. The solvent was evaporated to give 2-(bromomethyl)-4-(trifluoromethyl)furan as an orange oil (508 mg, 98%). The product was pure enough by proton NMR that no further purification was ... The reactants are ClC1=C(C(=CC=C1)Cl)C1=NN(C(N1)=O)C1=CC(=C(C(=O)OC)C=C1)OC (methyl 4-(3-(2,6-dichlorophenyl)-5-oxo-4,5-dihydro-1H-1,2,4-triazol-1-yl)-2-methoxybenzoate), FC(C=1C=C(N)C=CC1)(F)F (3-(trifluoromethyl)aniline), C[Al](C)C (trimethyl aluminium). Solvent: C1(=CC=CC=C1)C (toluene). Yields the product ClC1=C(C(=CC=C1)Cl)C1=NN(C(N1)=O)C1=CC(=C(C(=O)NC2=CC(=CC=C2)C(F)(F)F)C=C1)OC (4-(3-(2,6-Dichlorophenyl)-5-oxo-4,5-dihydro-1H-1,2,4-triazol-1-yl)-2-methoxy-N-(3-(trifluoromethyl)phenyl)benzamide). Isolated yield 26.8%. As a reaction SMILES: [Cl:1][C:2]1[CH:7]=[CH:6][CH:5]=[C:4]([Cl:8])[C:3]=1[C:9]1[NH:13][C:12](=[O:14])[N:11]([C:15]2[CH:24]=[CH:23][C:18]([C:19](OC)=[O:20])=[C:17]([O:25][CH3:26])[CH:16]=2)[N:10]=1.[F:27][C:28]([F:37])([F:36])[C:29]1[CH:30]=[C:31]([CH:33]=[CH:34][CH:35]=1)[NH2:32].C[Al](C)C>C1(C)C=CC=CC=1>[Cl:1][C:2]1[CH:7]=[CH:6][CH:5]=[C:4]([Cl:8])[C:3]=1[C:9]1[NH:13][C:12](=[O:14])[N:11]([C:15]2[CH:24]=[CH:23][C:18]([C:19]([NH:32][C:31]3[CH:33]=[CH:34][CH:35]=[C:29]([C:28]([F:27])([F:36])[F:37])[CH:30]=3)=[O:20])=[C:17]([O:25][CH3:26])[CH:16]=2)[N:10]=1. Procedure: The title compound was prepared by following the procedure as described for Example-31 by using methyl 4-(3-(2,6-dichlorophenyl)-5-oxo-4,5-dihydro-1H-1,2,4-triazol-1-yl)-2-methoxybenzoate (Intermediate-21, 0.100 g, 0.25 mmol), 3-(trifluoromethyl)aniline (0.062 g, 0.38 mmol), trimethyl aluminium (2M solution in toluene) (0.5 mL) and dry toluene (5.0 mL) to afford 0.035 g of desired product. 1H NMR (DMSO-d6): δ 3.95 (s, 3H), 7.45 (d, J=7.5 Hz, 1H), 7.59 (t, J=7.8 Hz, 1H), 7.76-7.68 (m, 5H), 7.82 (... The reactants are NCCN(CCOC=1C(=NC=CC1)[N+](=O)[O-])CC (N-(2-aminoethyl)-N-ethyl-N-[2-(2-nitropyridin-3-yloxy)ethyl]amine), C(C)N(CCOC=1C(=NC=CC1)F)CCNC(=O)C1=NC2=CC=C(C=C2N=C1)I (N-[2-[N-ethyl-N-[2-(2-fluoropyridin-3-yloxy)ethyl]amino]ethyl]-6-iodoquinoxaline-2-carboxamide). Yields the product C(C)N(CCOC=1C(=NC=CC1)[N+](=O)[O-])CCNC(=O)C1=NC2=CC=C(C=C2N=C1)I (N-[2-[N-ethyl-N-[2-(2-nitropyridin-3-yloxy)ethyl]amino]ethyl]-6-iodoquinoxaline-2-carboxamide). The yield is 71.0%. RXN SMILES: [NH2:1][CH2:2][CH2:3][N:4]([CH2:17][CH3:18])[CH2:5][CH2:6][O:7][C:8]1[C:9]([N+:14]([O-:16])=[O:15])=[N:10][CH:11]=[CH:12][CH:13]=1.C(N(CCN[C:35]([C:37]1[CH:46]=[N:45][C:44]2[C:39](=[CH:40][CH:41]=[C:42]([I:47])[CH:43]=2)[N:38]=1)=[O:36])CCOC1C(F)=NC=CC=1)C>>[CH2:17]([N:4]([CH2:3][CH2:2][NH:1][C:35]([C:37]1[CH:46]=[N:45][C:44]2[C:39](=[CH:40][CH:41]=[C:42]([I:47])[CH:43]=2)[N:38]=1)=[O:36])[CH2:5][CH2:6][O:7][C:8]1[C:9]([N+:14]([O-:16])=[O:15])=[N:10][CH:11]=[CH:12][CH:13]=1)[CH3:18]. Procedure: This compound was prepared, starting from compound 59 (600 mg, 2.36 mmol), according to the procedure developed for compound 10. Reaction time under reflux: 12 h; the purification was performed using column chromatography (Al2O3, CH2C2/EtOH, 99/1, v/v) to give compound 60 (902 mg, 1.68 mmol) as a light sensitive brown oil. Yield 71%; Rf (Al2O3, CH2Cl2/EtOH, 99/1, v/v) 0.46; IR (CCl4) ν 1117, 1289, 1526, 1549, 1683, 2800-3000, 3410 cm−1; 1H NMR (200 MHz, CDCl3) δ 1.08 (t, 3H, J=7.1 Hz), 2.70 (q, ... The reactants are O=c1cc(-c2ccc(F)cc2)c2ccc(Br)cc2o1, CN1CCCC1=O, [K+], [K+], O=C([O-])[O-], CCC(C)(O)c1cnc(S)s1. Product: CCC(C)(O)c1cnc(Sc2ccc3c(-c4ccc(F)cc4)cc(=O)oc3c2)s1. Reaction SMILES: [Br:1][c:2]1[cH:3][cH:4][c:5]2[c:6](-[c:13]3[cH:14][cH:15][c:16]([F:19])[cH:17][cH:18]3)[cH:7][c:8](=[O:12])[o:9][c:10]2[cH:11]1.[CH3:37][N:38]1[CH2:39][CH2:40][CH2:41][C:42]1=[O:43].[K+:31].[K+:32].[O-:33][C:34]([O-:35])=[O:36].[SH:20][c:21]1[s:22][c:23]([C:26]([CH3:27])([CH2:28][CH3:29])[OH:30])[cH:24][n:25]1>>[c:2]1([S:20][c:21]2[s:22][c:23]([C:26]([CH3:27])([CH2:28][CH3:29])[OH:30])[cH:24][n:25]2)[cH:3][cH:4][c:5]2[c:6](-[c:13]3[cH:14][cH:15][c:16]([F:19])[cH:17][cH:18]3)[cH:7][c:8](=[O:12])[o:9][c:10]2[cH:11]1.